From a dataset of the Open Reaction Database (ORD), a public repository of structured organic reaction records. describe an organic reaction: reactants, conditions, products, and yield Reactants: C(CCCCCCCCCCC)(=O)O[C@@H](CSC[C@@H](C(NCCOCCOCCOCCP(=O)(OCC)OCC)=O)NC(CCCCCCCCCCCCCCC)=O)COC(CCCCCCCCCCC)=O ((14R,18R)-1-(diethoxyphosphoryl)-13-oxo-14-palmitamido-3,6,9-trioxa-16-thia-12-azanonadecane-18,19-diyl didodecanoate), C[Si](C)(C)Br (trimethylsilyl bromide). Run in C(Cl)Cl (DCM). Run at temperature 25 celsius, time 8 hour. The product is C(CCCCCCCCCCC)(=O)O[C@@H](CSC[C@@H](C(NCCOCCOCCOCCP(O)(O)=O)=O)NC(CCCCCCCCCCCCCCC)=O)COC(CCCCCCCCCCC)=O (((14R,18R)-18-(dodecanoyloxy)-13,21-dioxo-14-palmitamido-3,6,9,20-tetraoxa-16-thia-12-azadotriacontyl)phosphonic acid). Reaction SMILES: [C:1]([O:14][C@H:15]([CH2:60][O:61][C:62](=[O:74])[CH2:63][CH2:64][CH2:65][CH2:66][CH2:67][CH2:68][CH2:69][CH2:70][CH2:71][CH2:72][CH3:73])[CH2:16][S:17][CH2:18][C@H:19]([NH:42][C:43](=[O:59])[CH2:44][CH2:45][CH2:46][CH2:47][CH2:48][CH2:49][CH2:50][CH2:51][CH2:52][CH2:53][CH2:54][CH2:55][CH2:56][CH2:57][CH3:58])[C:20](=[O:41])[NH:21][CH2:22][CH2:23][O:24][CH2:25][CH2:26][O:27][CH2:28][CH2:29][O:30][CH2:31][CH2:32][P:33]([O:38]CC)([O:35]CC)=[O:34])(=[O:13])[CH2:2][CH2:3][CH2:4][CH2:5][CH2:6][CH2:7][CH2:8][CH2:9][CH2:10][CH2:11][CH3:12].C[Si](Br)(C)C>C(Cl)Cl>[C:1]([O:14][C@H:15]([CH2:60][O:61][C:62](=[O:74])[CH2:63][CH2:64][CH2:65][CH2:66][CH2:67][CH2:68][CH2:69][CH2:70][CH2:71][CH2:72][CH3:73])[CH2:16][S:17][CH2:18][C@H:19]([NH:42][C:43](=[O:59])[CH2:44][CH2:45][CH2:46][CH2:47][CH2:48][CH2:49][CH2:50][CH2:51][CH2:52][CH2:53][CH2:54][CH2:55][CH2:56][CH2:57][CH3:58])[C:20](=[O:41])[NH:21][CH2:22][CH2:23][O:24][CH2:25][CH2:26][O:27][CH2:28][CH2:29][O:30][CH2:31][CH2:32][P:33](=[O:34])([OH:35])[OH:38])(=[O:13])[CH2:2][CH2:3][CH2:4][CH2:5][CH2:6][CH2:7][CH2:8][CH2:9][CH2:10][CH2:11][CH3:12]. Procedure details: To a solution of (14R,18R)-1-(diethoxyphosphoryl)-13-oxo-14-palmitamido-3,6,9-trioxa-16-thia-12-azanonadecane-18,19-diyl didodecanoate (1 eq) in DCM (0.1 M) was added trimethylsilyl bromide (10 eq). The reaction mixture was stirred at 25° C. overnight and concentrated. The crude mixture was purified by reverse phase high performance liquid chromatography (HPLC) with C4 column eluting with a gradient of 40-100% MeCN/10 mM NH4OAc (95:5) in 10 mM NH4OAc (pH 9) to give the title product as a white s...